From a dataset of the Open Reaction Database (ORD), a public repository of structured organic reaction records. describe an organic reaction: reactants, conditions, products, and yield Starting materials: ClC1=NC=NC2=CC(=C(C=C12)OC)OCC1CCN(CC1)C (4-chloro-6-methoxy-7-(1-methylpiperidin-4-yl)methoxyquinazoline), OC1=CC2=C(N=C(N2)C)C=C1 (5-hydroxy-2-methylbenzimidazole). Product: COC=1C=C2C(=NC=NC2=CC1OCC1CCN(CC1)C)OC=1C=CC2=C(NC(=N2)C)C1 (6-methoxy-4-(2-methyl-1H-benzimidazol-6-yloxy)-7-((1-methylpiperidin-4-yl)methoxy)quinazoline). The yield is 25.0%. RXN SMILES: Cl[C:2]1[C:11]2[C:6](=[CH:7][C:8]([O:14][CH2:15][CH:16]3[CH2:21][CH2:20][N:19]([CH3:22])[CH2:18][CH2:17]3)=[C:9]([O:12][CH3:13])[CH:10]=2)[N:5]=[CH:4][N:3]=1.[OH:23][C:24]1[CH:33]=[CH:32][C:27]2[N:28]=[C:29]([CH3:31])[NH:30][C:26]=2[CH:25]=1>>[CH3:13][O:12][C:9]1[CH:10]=[C:11]2[C:6](=[CH:7][C:8]=1[O:14][CH2:15][CH:16]1[CH2:21][CH2:20][N:19]([CH3:22])[CH2:18][CH2:17]1)[N:5]=[CH:4][N:3]=[C:2]2[O:23][C:24]1[CH:33]=[CH:32][C:27]2[N:28]=[C:29]([CH3:31])[NH:30][C:26]=2[CH:25]=1. Reported procedure: Using an analogous procedure to that described in Example 189, 4-chloro-6-methoxy-7-(1-methylpiperidin-4-yl)methoxyquinazoline, (prepared as described for the starting material in Example 10), was reacted with 5-hydroxy-2-methylbenzimidazole (200 mg, 0.62 mmol) and after work-up and purification on a 10 g silica ISOLUTE column using successively dichloromethane, dichloromethane/methanol (95/5) and dichloromethane/methanol saturated with ammonia (95/5), gave 6-methoxy-4-(2-methyl-1H-benzimidazol-... Product: CCOc1ccc(CC(=O)Nc2cc([N+](=O)[O-])ccc2N)cc1. As a reaction SMILES: [CH2:12]([CH3:13])[O:14][c:15]1[cH:16][cH:17][c:18]([CH2:21][C:22](=[O:23])[OH:24])[cH:19][cH:20]1.[CH2:25]([O:26][CH:27]1[CH:28]=[CH:29][c:30]2[c:31]([cH:32][cH:33][cH:34][cH:35]2)[N:36]1[C:37]([O:38][CH2:39][CH3:40])=[O:41])[CH3:42].[CH3:43][N:44]([CH3:45])[CH:46]=[O:47].[N+:1](=[O:2])([O-:3])[c:4]1[cH:5][c:6]([NH2:11])[c:7]([NH2:10])[cH:8][cH:9]1.[OH2:48]>>[N+:1](=[O:2])([O-:3])[c:4]1[cH:5][c:6]([NH:11][C:22]([CH2:21][c:18]2[cH:17][cH:16][c:15]([O:14][CH2:12][CH3:13])[cH:20][cH:19]2)=[O:23])[c:7]([NH2:10])[cH:8][cH:9]1. Reactants: CCOc1ccc(CC(=O)O)cc1, CCOC(=O)N1c2ccccc2C=CC1OCC, CN(C)C=O, Nc1ccc([N+](=O)[O-])cc1N, O. Starting materials: C1CCOC1, CC(=O)O, O=c1ccccn1CCCOC1CCCCO1, O. Product: O=c1ccccn1CCCO. RXN SMILES: [CH2:22]1[O:23][CH2:24][CH2:25][CH2:26]1.[CH3:18][C:19](=[O:20])[OH:21].[O:1]1[CH2:2][CH2:3][CH2:4][CH2:5][CH:6]1[O:7][CH2:8][CH2:9][CH2:10][n:11]1[c:12](=[O:17])[cH:13][cH:14][cH:15][cH:16]1.[OH2:27]>>[OH:7][CH2:8][CH2:9][CH2:10][n:11]1[c:12](=[O:17])[cH:13][cH:14][cH:15][cH:16]1.